This data is from the Open Reaction Database (ORD), a public repository of structured organic reaction records. The task is: describe an organic reaction: reactants, conditions, products, and yield The reactants are C(C1=CC=CC=C1)N(C1=NC2=C(CN(CCO2)CC2=CC=CC=C2)N=C1)C(C)C (N,8-dibenzyl-N-(1-methylethyl)-6,7,8,9-tetrahydropyrazino[2,3-f][1,4]oxazepin-3-amine). The reagents and catalysts are [OH-].[OH-].[Pd+2] (Pd(OH)2/C), [OH-].[OH-].[Pd+2] (Pd(OH)2/C). Run in CO (methanol). Reaction conditions: temperature 50 celsius, time 2 hour. The product is C(C1=CC=CC=C1)N(C1=NC2=C(CNCCO2)N=C1)C(C)C (N-benzyl-N-(1-methylethyl)-6,7,8,9-tetrahydropyrazino[2,3-f][1,4]oxazepin-3-amine). The yield is 99.6%. As a reaction SMILES: [CH2:1]([N:8]([CH:27]([CH3:29])[CH3:28])[C:9]1[CH:26]=[N:25][C:12]2[CH2:13][N:14](CC3C=CC=CC=3)[CH2:15][CH2:16][O:17][C:11]=2[N:10]=1)[C:2]1[CH:7]=[CH:6][CH:5]=[CH:4][CH:3]=1>CO.[OH-].[OH-].[Pd+2]>[CH2:1]([N:8]([CH:27]([CH3:29])[CH3:28])[C:9]1[CH:26]=[N:25][C:12]2[CH2:13][NH:14][CH2:15][CH2:16][O:17][C:11]=2[N:10]=1)[C:2]1[CH:7]=[CH:6][CH:5]=[CH:4][CH:3]=1 |f:2.3.4|. Reported procedure: To a solution of N,8-dibenzyl-N-(1-methylethyl)-6,7,8,9-tetrahydropyrazino[2,3-f][1,4]oxazepin-3-amine (2.55 g) in methanol (20 mL) was added 20% Pd(OH)2/C (260 mg), and the mixture was stirred under a hydrogen atmosphere at 50° C. for 2 hr. 20% Pd(OH)2/C (500 mg) was further added, and the mixture was stirred under a hydrogen atmosphere at 50° C. for 4 hr. The reaction mixture was filtered, and the filtrate was concentrated to give the title compound (1.95 g, quantitative) as a colorless oil. Starting materials: ClC1=NC=CC(=C1)CN1CCN(CC1)C(N(C)C)=O (1-(2-Chloro-pyridin-4-ylmethyl)-4-(N,N-dimethylcarbamoyl)piperazine), NC=1N=CC2=CC=CC=C2C1 (3-aminoisoquinoline), CC1(C2=C(C(=CC=C2)P(C3=CC=CC=C3)C4=CC=CC=C4)OC5=C(C=CC=C51)P(C6=CC=CC=C6)C7=CC=CC=C7)C (xantphos), C(=O)([O-])[O-].[Cs+].[Cs+] (Cs2CO3). Reagents/catalysts: C=1C=CC(=CC1)/C=C/C(=O)/C=C/C2=CC=CC=C2.C=1C=CC(=CC1)/C=C/C(=O)/C=C/C2=CC=CC=C2.C=1C=CC(=CC1)/C=C/C(=O)/C=C/C2=CC=CC=C2.[Pd].[Pd] (Pd2(dba)3). Run in CCOC(=O)C (EtOAc), C1(=CC=CC=C1)C (toluene). The product is CN(C(=O)N1CCN(CC1)CC1=CC(=NC=C1)NC=1N=CC2=CC=CC=C2C1)C (4-[2-(Isoquinolin-3-ylamino)-pyridin-4-ylmethyl]-piperazine-1-carboxylic acid dimethylamide), solid. The yield is 22.0%. RXN SMILES: Cl[C:2]1[CH:7]=[C:6]([CH2:8][N:9]2[CH2:14][CH2:13][N:12]([C:15](=[O:19])[N:16]([CH3:18])[CH3:17])[CH2:11][CH2:10]2)[CH:5]=[CH:4][N:3]=1.[NH2:20][C:21]1[N:22]=[CH:23][C:24]2[C:29]([CH:30]=1)=[CH:28][CH:27]=[CH:26][CH:25]=2.CC1(C)C2C(=C(P(C3C=CC=CC=3)C3C=CC=CC=3)C=CC=2)OC2C(P(C3C=CC=CC=3)C3C=CC=CC=3)=CC=CC1=2.C([O-])([O-])=O.[Cs+].[Cs+]>C1(C)C=CC=CC=1.C1C=CC(/C=C/C(/C=C/C2C=CC=CC=2)=O)=CC=1.C1C=CC(/C=C/C(/C=C/C2C=CC=CC=2)=O)=CC=1.C1C=CC(/C=C/C(/C=C/C2C=CC=CC=2)=O)=CC=1.[Pd].[Pd].CCOC(C)=O>[CH3:17][N:16]([CH3:18])[C:15]([N:12]1[CH2:13][CH2:14][N:9]([CH2:8][C:6]2[CH:5]=[CH:4][N:3]=[C:2]([NH:20][C:21]3[N:22]=[CH:23][C:24]4[C:29]([CH:30]=3)=[CH:28][CH:27]=[CH:26][CH:25]=4)[CH:7]=2)[CH2:10][CH2:11]1)=[O:19] |f:3.4.5,7.8.9.10.11|. Reported procedure: 1-(2-Chloro-pyridin-4-ylmethyl)-4-(N,N-dimethylcarbamoyl)piperazine (1.0 equiv) (Preparation B-12) was mixed with 3-aminoisoquinoline (1.0 equiv), Pd2(dba)3(0.1 equiv), xantphos (0.15 equiv), and Cs2CO3 (1.4 equiv) in toluene. The mixture was refluxed overnight, and EtOAc was added in to dilute the mixture. After filtration, the filtrate was concentrated and applied onto a silica gel column. The title compound was obtained as a yellow solid (50 mg, 22% yield): 1H NMR (CDCl3, 300 MHz) δ: 2.47 (t,... Reactants: C(C(C)C)C1CC(OC1)=O (4-Isobutyl-dihydro-furan-2-one), C(C)(C)(C)OC(CC(C(=O)O)CC(C)C)=O (2-isobutyl-succinic acid-4-t-butyl ester), CO (MeOH). Run in C1CCOC1 (THF). Reaction conditions: temperature 0 celsius, time 10 minute. The product is C(C)(C)C1CC(OC1)=O (4-isopropyl-dihydro-furan-2-one). Yield: 89.0%. RXN SMILES: [CH2:1]([CH:5]1[CH2:9][O:8][C:7](=[O:10])[CH2:6]1)[CH:2](C)C.[C:11](OC(=O)CC(CC(C)C)C(O)=O)(C)(C)C.CO>C1COCC1>[CH:1]([CH:5]1[CH2:9][O:8][C:7](=[O:10])[CH2:6]1)([CH3:2])[CH3:11]. Procedure details: Preparation of 4-Isobutyl-dihydro-furan-2-one (4): A solution of 2-isobutyl-succinic acid-4-t-butyl ester (8.0 g, 34.7 mmol) in 100 mL of THF is cooled to 0° C. under Ar and borane dimethyl sulphide complex (2.6 g, 34.7 mmol) is added. The reaction mixture is stirred at 0° C. for 10 minutes, and at room temperature overnight. The solution is cooled to 0° C. and 100 mL of MeOH is added. The solvents are evaporated, and the remaining oil is dried under hi-vacuum for 2 hrs. The oil remaining is tak... Procedure details: An aqueous solution of LiOH (1M, 5 mL) was added to a solution of 17-[2-(2-cyclo-hexylthiazol-4-yl)-7-methoxy-8-methyl-quinolin-4-yloxy]-13-methyl-2,14-dioxo-3,13-diazatricyclo[13.3.0.04,6]octadec-7-ene-4-carboxylic acid ethyl ester (121) in MeOH (10 mL), THF (20 mL) and water (5 mL). The resulting solution was stirred at 50° C. for 19 h. Then, the pH of the reaction mixture was adjusted to 6 with myriatic acid (3M, 1.7 mL). The resulting solution was evaporated on silica and purified by column ... Solvent: CO (MeOH), C1CCOC1 (THF), O (water). Reaction SMILES: [Li+].[OH-].C([O:5][C:6]([C:8]12[CH2:25][CH:24]1[CH:23]=[CH:22][CH2:21][CH2:20][CH2:19][CH2:18][N:17]([CH3:26])[C:16](=[O:27])[CH:15]1[CH:11]([CH2:12][CH:13]([O:28][C:29]3[C:38]4[C:33](=[C:34]([CH3:41])[C:35]([O:39][CH3:40])=[CH:36][CH:37]=4)[N:32]=[C:31]([C:42]4[N:43]=[C:44]([CH:47]5[CH2:52][CH2:51][CH2:50][CH2:49][CH2:48]5)[S:45][CH:46]=4)[CH:30]=3)[CH2:14]1)[C:10](=[O:53])[NH:9]2)=[O:7])C>CO.C1COCC1.O>[CH:47]1([C:44]2[S:45][CH:46]=[C:42]([C:31]3[CH:30]=[C:29]([O:28][CH:13]4[CH2:12][CH:11]5[CH:15]([C:16](=[O:27])[N:17]([CH3:26])[CH2:18][CH2:19][CH2:20][CH2:21][CH:22]=[CH:23][CH:24]6[C:8]([C:6]([OH:7])=[O:5])([NH:9][C:10]5=[O:53])[CH2:25]6)[CH2:14]4)[C:38]4[C:33](=[C:34]([CH3:41])[C:35]([O:39][CH3:40])=[CH:36][CH:37]=4)[N:32]=3)[N:43]=2)[CH2:48][CH2:49][CH2:50][CH2:51][CH2:52]1 |f:0.1|. Product: C1(CCCCC1)C=1SC=C(N1)C1=NC2=C(C(=CC=C2C(=C1)OC1CC2C(N(CCCCC=CC3CC3(NC(C2C1)=O)C(=O)O)C)=O)OC)C (17-[2-(2-cyclohexylthiazol-4-yl)-7-methoxy-8-methylquinolin-4-yloxy]-13-methyl-2,14-dioxo-3,13-diazatricyclo[13.3.0.04,6]octadec-7-ene-4-carboxylic acid). Reaction conditions: temperature 50 celsius, time 19 hour. Yield: 95.0%. Starting materials: [Li+].[OH-] (LiOH), C(C)OC(=O)C12NC(C3CC(CC3C(N(CCCCC=CC2C1)C)=O)OC1=CC(=NC2=C(C(=CC=C12)OC)C)C=1N=C(SC1)C1CCCCC1)=O (17-[2-(2-cyclohexylthiazol-4-yl)-7-methoxy-8-methyl-quinolin-4-yloxy]-13-methyl-2,14-dioxo-3,13-diazatricyclo[13.3.0.04,6]octadec-7-ene-4-carboxylic acid ethyl ester), acid. Reactants: [Cl-].[NH4+] (ammonium chloride), C1=CC=CC=C1 (benzene), phenylmagnesium bromide ether, C(C1=CC=CC=C1)N1CCN(CC1)C(C#N)(C)C (2-(4-benzyl-piperazin-1-yl)-2-methyl-propionitrile). Solvent: C(C)OCC (diethyl ether). Reaction conditions: time 3.5 hour. Yields the product C(C1=CC=CC=C1)N1CCN(CC1)C(C)(C1=CC=CC=C1)C (1-Benzyl-4-(1-methyl-1-phenyl-ethyl)-piperazine). Reaction SMILES: [CH2:1]([N:8]1[CH2:13][CH2:12][N:11]([C:14]([CH3:18])([CH3:17])[C:15]#N)[CH2:10][CH2:9]1)[C:2]1[CH:7]=[CH:6][CH:5]=[CH:4][CH:3]=1.[CH:19]1[CH:24]=[CH:23]C=[CH:21][CH:20]=1.[Cl-].[NH4+]>C(OCC)C>[CH2:1]([N:8]1[CH2:9][CH2:10][N:11]([C:14]([CH3:17])([C:15]2[CH:23]=[CH:24][CH:19]=[CH:20][CH:21]=2)[CH3:18])[CH2:12][CH2:13]1)[C:2]1[CH:3]=[CH:4][CH:5]=[CH:6][CH:7]=1 |f:2.3|. Procedure: In an atmosphere of argon and at room temperature, 2-(4-benzyl-piperazin-1-yl)-2-methyl-propionitrile (820 mg, 3.4 mmol) dissolved in diethyl ether (1.2 ml) and benzene (2.5 ml) was added dropwise to phenylmagnesium bromide ether solution (3.0 M, 2.0 ml, 6.0 mmol), and the mixture after completion of the dropwise addition was stirred for 3.5 hours. The reaction solution was mixed with 10% ammonium chloride aqueous solution (18 ml) and separated into water layer and organic layer. The reaction pr... Reactants: [Br-], CS(=O)(=O)OCCN(CCOc1ccc(C#N)cc1)S(C)(=O)=O, CC(C)=O, [Li+]. The product is CS(=O)(=O)N(CCBr)CCOc1ccc(C#N)cc1. RXN SMILES: [Br-:25].[C:1](#[N:2])[c:3]1[cH:4][cH:5][c:6]([O:7][CH2:8][CH2:9][N:10]([CH2:11][CH2:12][O:13][S:14]([CH3:15])(=[O:16])=[O:17])[S:18](=[O:19])(=[O:20])[CH3:21])[cH:22][cH:23]1.[CH3:26][C:27](=[O:28])[CH3:29].[Li+:24]>>[C:1](#[N:2])[c:3]1[cH:4][cH:5][c:6]([O:7][CH2:8][CH2:9][N:10]([CH2:11][CH2:12][Br:25])[S:18](=[O:19])(=[O:20])[CH3:21])[cH:22][cH:23]1. Starting materials: CCOc1cc(OCC)cc(C(=O)O)c1, CCOC(=O)Cc1csc(N)n1. Product: CCOC(=O)Cc1csc(NC(=O)c2cc(OCC)cc(OCC)c2)n1. RXN SMILES: [CH2:1]([CH3:2])[O:3][c:4]1[cH:5][c:6]([C:7](=[O:8])[OH:9])[cH:10][c:11]([O:13][CH2:14][CH3:15])[cH:12]1.[NH2:16][c:17]1[s:18][cH:19][c:20]([CH2:22][C:23](=[O:24])[O:25][CH2:26][CH3:27])[n:21]1>>[CH2:1]([CH3:2])[O:3][c:4]1[cH:5][c:6]([C:7](=[O:9])[NH:16][c:17]2[s:18][cH:19][c:20]([CH2:22][C:23](=[O:24])[O:25][CH2:26][CH3:27])[n:21]2)[cH:10][c:11]([O:13][CH2:14][CH3:15])[cH:12]1. Starting materials: O=C(O)c1ccnc(OCc2ccccc2)c1, CC(c1ccc(Cl)cc1Cl)C(O)(c1ccnc(OCc2ccccc2)c1)C(F)(F)F, [CH2]C, COC(=O)Cc1ccc(Cl)cc1Cl, CI. Yields the product CC(c1ccc(Cl)cc1Cl)C(O)(c1cc[nH]c(=O)c1)C(F)(F)F. RXN SMILES: [CH2:14]([O:15][c:16]1[cH:17][c:18]([C:22]([OH:23])=[O:24])[cH:19][cH:20][n:21]1)[c:25]1[cH:26][cH:27][cH:28][cH:29][cH:30]1.[CH2:31]([c:32]1[cH:33][cH:34][cH:35][cH:36][cH:37]1)[O:38][c:39]1[n:40][cH:41][cH:42][c:43]([C:45]([C:46]([F:47])([F:48])[F:49])([CH:50]([CH3:51])[c:52]2[c:53]([Cl:59])[cH:54][c:55]([Cl:58])[cH:56][cH:57]2)[OH:60])[cH:44]1.[CH2:63][CH3:64].[CH3:1][O:2][C:3](=[O:4])[CH2:5][c:6]1[cH:7][cH:8][c:9]([Cl:10])[cH:11][c:12]1[Cl:13].[CH3:61][I:62]>>[O:38]=[c:39]1[nH:40][cH:41][cH:42][c:43]([C:45]([C:46]([F:47])([F:48])[F:49])([CH:50]([CH3:51])[c:52]2[c:53]([Cl:59])[cH:54][c:55]([Cl:58])[cH:56][cH:57]2)[OH:60])[cH:44]1. Reactants: BrC1=CC(=C(S1)[N+](=O)[O-])C(=O)N (5-bromo-2-nitrothiophene-3-carboxamide), BrC1=CC(=C(S1)[N+](=O)[O-])C(=O)N (5-bromo-2-nitrothiophene-3-carboxamide), BrC1=CC(=C(S1)[N+](=O)[O-])C(=O)N (5-bromo-2-nitrothiophene-3-carboxamide), CC1(OB(OC1(C)C)C=1C=CC(=NC1)N1CCOCC1)C (4-[5-(4,4,5,5-tetramethyl-1,3,2-dioxaborolan-2-yl)pyridine-2-yl]morpholine). Product: N1(CCOCC1)C1=CC=C(C=N1)C1=CC(=C(S1)[N+](=O)[O-])C(=O)N (5-(6-Morpholin-4-ylpyridin-3-yl)-2-nitrothiophene-3-carboxamide). Reaction SMILES: Br[C:2]1[S:6][C:5]([N+:7]([O-:9])=[O:8])=[C:4]([C:10]([NH2:12])=[O:11])[CH:3]=1.CC1(C)C(C)(C)OB([C:21]2[CH:22]=[CH:23][C:24]([N:27]3[CH2:32][CH2:31][O:30][CH2:29][CH2:28]3)=[N:25][CH:26]=2)O1>>[N:27]1([C:24]2[N:25]=[CH:26][C:21]([C:2]3[S:6][C:5]([N+:7]([O-:9])=[O:8])=[C:4]([C:10]([NH2:12])=[O:11])[CH:3]=3)=[CH:22][CH:23]=2)[CH2:28][CH2:29][O:30][CH2:31][CH2:32]1. Reported procedure: The title compound was prepared from 5-bromo-2-nitrothiophene-3-carboxamide (Intermediate 10, Step 4) (2.50 g, 9.96 mmol) and 4-[5-(4,4,5,5-tetramethyl-1,3,2-dioxaborolan-2-yl)pyridine-2-yl]morpholine (2.89 g, 9.96 mmol) according to the general procedure described in Intermediate 10, Step 5. Reaction SMILES: N#N.[Br:3][C:4]1[CH:5]=[C:6]([C:9](=[O:11])[CH3:10])[S:7][CH:8]=1.COC([O:17][CH3:18])OC.[C:19]([O-])(O)=O.[Na+]>C(O)CO>[Br:3][C:4]1[CH:5]=[C:6]([C:9]2([CH3:10])[O:17][CH2:18][CH2:19][O:11]2)[S:7][CH:8]=1 |f:3.4|. Run in C(CO)O (ethylene glycol). Starting materials: BrC=1C=C(SC1)C(C)=O (1-(4-bromo-2-thienyl)ethan-1-one), COC(OC)OC (trimethylorthoformate), N#N (N2), LiBF4, C(=O)(O)[O-].[Na+] (NaHCO3). Run at temperature 95 celsius. Yields the product BrC=1C=C(SC1)C1(OCCO1)C (2-(4-Bromo-thiophen-2-yl)-2-methyl-[1,3]dioxolane). Procedure: In a flame dried round-bottomed flask equipped with a magnetic stir bar and under inert atmosphere (N2), a solution of commercially available 1-(4-bromo-2-thienyl)ethan-1-one (2.00 g, 9.75 mmol) in ethylene glycol (10.7 mL) was treated with trimethylorthoformate (2.14 mL, 19.51 mmol) followed by LiBF4 (150 mg, 1.60 mmol). The reaction mixture was heated at 95° C. overnight. Sat. aq. NaHCO3 (20 mL) was added and the mixture was extracted with EA (20 mL). The org. extracts were washed with brine (...